Dataset: the Open Reaction Database (ORD), a public repository of structured organic reaction records. Task: describe an organic reaction: reactants, conditions, products, and yield The solvent is C(C)(=O)O (acetic acid), C1CCCCC1 (cyclohexane). Isolated yield 71.1%. The reactants are FC(OC1=CC(=C(N)C=C1)C)(F)F (4-trifluoromethoxy-2-methylaniline), [S-]C#N.[K+] (potassium thiocyanate), BrBr (bromine). Product: CC1=CC(=CC2=C1N=C(S2)N)OC(F)(F)F (4-methyl-6-trifluoromethoxy-2-benzothiazolamine). RXN SMILES: [F:1][C:2]([F:13])([F:12])[O:3][C:4]1[CH:10]=[CH:9][C:7]([NH2:8])=[C:6]([CH3:11])[CH:5]=1.[S-:14][C:15]#[N:16].[K+].BrBr>C(O)(=O)C.C1CCCCC1>[CH3:11][C:6]1[C:7]2[N:8]=[C:15]([NH2:16])[S:14][C:9]=2[CH:10]=[C:4]([O:3][C:2]([F:12])([F:13])[F:1])[CH:5]=1 |f:1.2|. Reported procedure: The procedure is as in Example 1, starting with 4-trifluoromethoxy-2-methylaniline (0.65 g), potassium thiocyanate (1.3 g) and bromine (0.35 cc) in acetic acid (12 cc). After purification on a column of silica (200 g; particle size: 0.063-0.200 mm), eluting with a cyclohexane/ethyl acetate mixture (50:50 by volume), the white solid obtained (0.65 g) is ground in cyclohexane (20 cc), drained and dried at 60° C. under reduced pressure (1 mm Hg; 0.13 kPa), to give 4-methyl-6-trifluoromethoxy-2-benz...